This data is from the Open Reaction Database (ORD), a public repository of structured organic reaction records. The task is: describe an organic reaction: reactants, conditions, products, and yield The reactants are C1CCOC1, [H][H], Nc1ncnc2c1c(-c1ccccc1)cn2-c1cccc(OCc2ccccc2)c1. The product is Nc1ncnc2c1c(-c1ccccc1)cn2-c1cccc(O)c1. As a reaction SMILES: [CH2:33]1[O:34][CH2:35][CH2:36][CH2:37]1.[H:31][H:32].[c:1]1(-[c:7]2[cH:8][n:9](-[c:17]3[cH:18][c:19]([O:23][CH2:24][c:25]4[cH:26][cH:27][cH:28][cH:29][cH:30]4)[cH:20][cH:21][cH:22]3)[c:10]3[n:11][cH:12][n:13][c:14]([NH2:16])[c:15]23)[cH:2][cH:3][cH:4][cH:5][cH:6]1>>[c:1]1(-[c:7]2[cH:8][n:9](-[c:17]3[cH:18][c:19]([OH:23])[cH:20][cH:21][cH:22]3)[c:10]3[n:11][cH:12][n:13][c:14]([NH2:16])[c:15]23)[cH:2][cH:3][cH:4][cH:5][cH:6]1. Run in N1=CC=CC=C1 (pyridine). The reactants are C(C(C)(C)C)(=O)Cl (pivaloyl-chloride), C(C)(C)(C)[Si](O[C@@H]1[C@@H]2CC[C@@H]([C@]2(CCC1)C)[C@H](CO)C)(C)C ((R)-2-[(1R,3aR,4S,7aR)-4-(tert-butyl-dimethyl-silanyloxy)-7a-methyl-octahydro-inden-1-yl]-propan-1-ol), Cl (HCl). Reagents/catalysts: CN(C)C=1C=CN=CC1 (DMAP). RXN SMILES: [C:1]([Si:5]([CH3:22])([CH3:21])[O:6][C@H:7]1[CH2:15][CH2:14][CH2:13][C@@:12]2([CH3:16])[C@H:8]1[CH2:9][CH2:10][C@@H:11]2[C@@H:17]([CH3:20])[CH2:18][OH:19])([CH3:4])([CH3:3])[CH3:2].[C:23](Cl)(=[O:28])[C:24]([CH3:27])([CH3:26])[CH3:25].Cl>N1C=CC=CC=1.CN(C1C=CN=CC=1)C>[C:1]([Si:5]([CH3:22])([CH3:21])[O:6][C@H:7]1[CH2:15][CH2:14][CH2:13][C@@:12]2([CH3:16])[C@H:8]1[CH2:9][CH2:10][C@@H:11]2[C@@H:17]([CH3:20])[CH2:18][O:19][C:23](=[O:28])[C:24]([CH3:27])([CH3:26])[CH3:25])([CH3:3])([CH3:4])[CH3:2]. Procedure: 198 mg (0,606 mmol) of (R)-2-[(1R,3aR,4S,7aR)-4-(tert-butyl-dimethyl-silanyloxy)-7a-methyl-octahydro-inden-1-yl]-propan-1-ol was dissolved in pyridine (3 ml) and cooled to 0° C. DMAP (18,5 mg; 0,152 mmol) was added followed by a slow addition of pivaloyl-chloride (97 ml; 0,79 mmol). The mixture was allowed to react for half an hour at 0° C. and half an hour at room temperature. The reaction mixture was poured in a cold aqueous HCl (25%) solution. Extraction with ether, washing with brine, drying... Isolated yield 66.3%. Yields the product C(C)(C)(C)[Si](O[C@@H]1[C@@H]2CC[C@@H]([C@]2(CCC1)C)[C@H](COC(C(C)(C)C)=O)C)(C)C (2,2-Dimethyl-propionic acid (R)-2-[(1R,3aR,4S,7aR)-4-(tert-butyl-dimethyl-silanyloxy)-7a-methyl-octahydro-inden-1-yl]-propyl ester). Run at temperature 0 celsius. Reactants: C1(C=2C(C(N1)=O)=CC=CC2)=O.[K] (potassium phthalimide), ClCCN1C=NC(=C1C1=CC=CC=C1)C1=CC=CC=C1 (1-(2-chloroethyl)-4,5-diphenylimidazole), O (water). Run in C(Cl)(Cl)Cl (chloroform), CN(C)C=O (DMF). Yields the product C1(C=2C(C(N1CCN1C=NC(=C1C1=CC=CC=C1)C1=CC=CC=C1)=O)=CC=CC2)=O (1-(2-phthalimidoethyl)-4,5-diphenylimidazole). Isolated yield 73.0%. RXN SMILES: [C:1]1(=[O:11])[NH:5][C:4](=[O:6])[C:3]2=[CH:7][CH:8]=[CH:9][CH:10]=[C:2]12.[K].Cl[CH2:14][CH2:15][N:16]1[C:20]([C:21]2[CH:26]=[CH:25][CH:24]=[CH:23][CH:22]=2)=[C:19]([C:27]2[CH:32]=[CH:31][CH:30]=[CH:29][CH:28]=2)[N:18]=[CH:17]1.O>CN(C=O)C.C(Cl)(Cl)Cl>[C:1]1(=[O:11])[N:5]([CH2:14][CH2:15][N:16]2[C:20]([C:21]3[CH:26]=[CH:25][CH:24]=[CH:23][CH:22]=3)=[C:19]([C:27]3[CH:32]=[CH:31][CH:30]=[CH:29][CH:28]=3)[N:18]=[CH:17]2)[C:4](=[O:6])[C:3]2=[CH:7][CH:8]=[CH:9][CH:10]=[C:2]12 |f:0.1,^1:11|. Reported procedure: Step 2): A mixture of potassium phthalimide (0.21 g, 1.1 mmol) and 1-(2-chloroethyl)-4,5-diphenylimidazole (0.32 g, 1.1 mmol) in dry DMF (10 ml) was heated at 60°-70° C. for 6 hours. The reaction mixture was cooled, diluted with chloroform, poured into water and extracted with chloroform. The organic layer was dried (MgSO4) and concentrated. The residue was purified by column chromatography on silica gel (40% ethyl acetate in chloroform) to give 1-(2-phthalimidoethyl)-4,5-diphenylimidazole (73.0... Starting materials: CC1(C)C=C(c2ccc(C(=O)O)cn2)c2cc(C#N)ccc2O1, CCOC(C)=O. The product is CC1(C)CC(c2ccc(C(=O)O)cn2)c2cc(C#N)ccc2O1. RXN SMILES: [C:1](#[N:2])[c:3]1[cH:4][cH:5][c:6]2[c:7]([cH:23]1)[C:8]([c:14]1[cH:15][cH:16][c:17]([C:20](=[O:21])[OH:22])[cH:18][n:19]1)=[CH:9][C:10]([CH3:12])([CH3:13])[O:11]2.[CH3:24][CH2:25][O:26][C:27](=[O:28])[CH3:29]>>[C:1](#[N:2])[c:3]1[cH:4][cH:5][c:6]2[c:7]([cH:23]1)[CH:8]([c:14]1[cH:15][cH:16][c:17]([C:20](=[O:21])[OH:22])[cH:18][n:19]1)[CH2:9][C:10]([CH3:12])([CH3:13])[O:11]2.